From a dataset of the Open Reaction Database (ORD), a public repository of structured organic reaction records. describe an organic reaction: reactants, conditions, products, and yield Starting materials: Cc1c2n(c3ccccc13)CCC(C)(C)C2=O, Cl, NO, c1ccncc1. The product is Cc1c2n(c3ccccc13)CCC(C)(C)C2=NO. Reaction SMILES: [CH3:1][C:2]1([CH3:17])[C:3](=[O:16])[c:4]2[n:5]([c:6]3[cH:7][cH:8][cH:9][cH:10][c:11]3[c:12]2[CH3:13])[CH2:14][CH2:15]1.[ClH:18].[NH2:19][OH:20].[cH:21]1[cH:22][cH:23][n:24][cH:25][cH:26]1>>[CH3:1][C:2]1([CH3:17])[C:3](=[N:19][OH:20])[c:4]2[n:5]([c:6]3[cH:7][cH:8][cH:9][cH:10][c:11]3[c:12]2[CH3:13])[CH2:14][CH2:15]1.